From a dataset of the Open Reaction Database (ORD), a public repository of structured organic reaction records. describe an organic reaction: reactants, conditions, products, and yield Reaction SMILES: [ClH:1].ClCC[C:5]1[CH:6]=[N:7][NH:8][CH:9]=1.[H-].[Na+].Br[CH2:13][C:14]1[C:23]([Cl:24])=[C:22]([Cl:25])[CH:21]=[C:20]2[C:15]=1[N:16]=[C:17]([O:28][CH3:29])[C:18]([O:26][CH3:27])=[N:19]2.O1[CH2:34][CH2:33]CC1>>[Cl:1][CH2:33][CH2:34][CH:13]([N:8]1[CH:9]=[CH:5][CH:6]=[N:7]1)[C:14]1[C:23]([Cl:24])=[C:22]([Cl:25])[CH:21]=[C:20]2[C:15]=1[N:16]=[C:17]([O:28][CH3:29])[C:18]([O:26][CH3:27])=[N:19]2 |f:0.1,2.3|. Product: ClCCC(C1=C2N=C(C(=NC2=CC(=C1Cl)Cl)OC)OC)N1N=CC=C1 (5-[(2-chloroethyl)pyrazol-1-ylmethyl]-6,7-dichloro-2,3-dimethoxyquinoxaline). Isolated yield 63.0%. Procedure: 4-(2-Chloroethyl)pyrazole hydrochloride (250 mg, 1.0 mmol) was added to a suspension of sodium hydride (90 mg, 80% oil dispersion, 3.0 mmol) in dry tetrahydrofuran (10 mL) at 0° C. under nitrogen with stirring. Immediately 5-bromomethyl-6,7-dichloro-2,3-dimethoxyquinoxaline (352 mg, 1.0 mmol) was added, and the mixture was allowed to warm to 10° C. over 2 hours. The mixture was partitioned between ethyl acetate (50 mL) and water (50 mL). The organic solution was dried (MgSO4) and concentrated un... Run at temperature 10 celsius. The reactants are Cl.ClCCC=1C=NNC1 (4-(2-Chloroethyl)pyrazole hydrochloride), [H-].[Na+] (sodium hydride), O1CCCC1 (tetrahydrofuran), BrCC1=C2N=C(C(=NC2=CC(=C1Cl)Cl)OC)OC (5-bromomethyl-6,7-dichloro-2,3-dimethoxyquinoxaline). Reactants: CC(C)=CCC\C(\C)=C\C=O (geranial), COP(=O)(OC)C(C(=O)OCC)C(C)C (ethyl 2-(dimethylphosphono)-3-methylbutyrate), solution, C(CCC)[Li] (n-butyllithium), [Cl-].[NH4+] (ammonium chloride). Run in CCCCCC (hexane), O1CCCC1 (tetrahydrofuran), CCCCCC (hexane). Conditions: time 15 minute. The product is CC(C)C(C(=O)OCC)=CC=C(CCC=C(C)C)C (ethyl 2-(1-methylethyl)-5,9-dimethyl-2,4,8-decatrienate). Isolated yield 44.1%. Reaction SMILES: COP([CH:7]([CH:13]([CH3:15])[CH3:14])[C:8]([O:10][CH2:11][CH3:12])=[O:9])(OC)=O.C([Li])CCC.[CH3:21][C:22](=[CH:24][CH2:25][CH2:26]/[C:27](=[CH:29]/[CH:30]=O)/[CH3:28])[CH3:23].[Cl-].[NH4+]>O1CCCC1.CCCCCC>[CH3:14][CH:13]([C:7](=[CH:30][CH:29]=[C:27]([CH3:28])[CH2:26][CH2:25][CH:24]=[C:22]([CH3:23])[CH3:21])[C:8]([O:10][CH2:11][CH3:12])=[O:9])[CH3:15] |f:3.4|. Procedure: To a solution of ethyl 2-(dimethylphosphono)-3-methylbutyrate (11.0 g, 41.3 mmol) in tetrahydrofuran (50 ml) chilled at -68° C. was dropwise added 1.62M solution of n-butyllithium in hexane (21.6 ml, 35.0 mmol) with stirring in 15 minutes under argon atmosphere. After stirring at -72° C. for 15 minutes, the mixture was mixed with geranial (4.0 g, 26.3 mmol), warmed up to room temperature in 30 minutes and stirred for 5 hours. The reaction mixture was chilled on an ice bath and mixed with saturat... The reactants are N1=CC=C2N=C3CCCC3=C(N12)C=1C=CC2=C(C=C(O2)CCOS(=O)(=O)C)C1 (Methanesulfonic acid 2-[5-(6,7-dihydro-5H-1,4,8a-triaza-s-indacen-8-yl)-benzo-furan-2-yl]-ethyl ester), O[C@@H]1CNCC1 (3-(S)-hydroxypyrrolidine), C([O-])([O-])=O.[K+].[K+] (potassium carbonate). The solvent is C(C)#N (acetonitrile). Reaction conditions: temperature 70 celsius. The product is N1=CC=C2N=C3CCCC3=C(N12)C=1C=CC2=C(C=C(O2)CCN2C[C@H](CC2)O)C1 (1-{2-[5-(6,7-Dihydro-5H-1,4,8a-triaza-s-indacen-8-yl)-benzofuran-2-yl]-ethyl}-pyrrol idin-3-(S)-ol). Reaction SMILES: [N:1]1[N:12]2[C:4]([N:5]=[C:6]3[C:10](=[C:11]2[C:13]2[CH:14]=[CH:15][C:16]4[O:20][C:19]([CH2:21][CH2:22]OS(C)(=O)=O)=[CH:18][C:17]=4[CH:28]=2)[CH2:9][CH2:8][CH2:7]3)=[CH:3][CH:2]=1.[OH:29][C@H:30]1[CH2:34][CH2:33][NH:32][CH2:31]1.C(=O)([O-])[O-].[K+].[K+]>C(#N)C>[N:1]1[N:12]2[C:4]([N:5]=[C:6]3[C:10](=[C:11]2[C:13]2[CH:14]=[CH:15][C:16]4[O:20][C:19]([CH2:21][CH2:22][N:32]5[CH2:33][CH2:34][C@H:30]([OH:29])[CH2:31]5)=[CH:18][C:17]=4[CH:28]=2)[CH2:9][CH2:8][CH2:7]3)=[CH:3][CH:2]=1 |f:2.3.4|. Procedure details: Methanesulfonic acid 2-[5-(6,7-dihydro-5H-1,4,8a-triaza-s-indacen-8-yl)-benzo-furan-2-yl]-ethyl ester (0.085 mmol) described above was dissolved in acetonitrile (2 ml) followed by addition of 3-(S)-hydroxypyrrolidine (0.85 mmol) and potassium carbonate (0.425 mmol) and heated to 70° C. for 24 hours. The reaction was cooled, filtered and concentrated. The residue was purified via preparative HPLC to give 1-{2-[5-(6,7-Dihydro-5H-1,4,8a-triaza-s-indacen-8-yl)-benzofuran-2-yl]-ethyl}-pyrrol idin-3-(... Reactants: C(CCC)(=O)Cl (butyryl chloride), [N+](=O)([O-])C=1C=C2C(=NNC2=CC1)N (5-nitro-1H-indazole-3-amine), SU 742430. The solvent is N1=CC=CC=C1 (pyridine). Reaction conditions: temperature 5 celsius, time 12 hour. The product is [N+](=O)([O-])C=1C=C2C(=NNC2=CC1)NC(CCC)=O (N-[5-nitro-1H-indazol-3-yl]butanamide). RXN SMILES: [C:1](Cl)(=[O:5])[CH2:2][CH2:3][CH3:4].[N+:7]([C:10]1[CH:11]=[C:12]2[C:16](=[CH:17][CH:18]=1)[NH:15][N:14]=[C:13]2[NH2:19])([O-:9])=[O:8]>N1C=CC=CC=1>[N+:7]([C:10]1[CH:11]=[C:12]2[C:16](=[CH:17][CH:18]=1)[NH:15][N:14]=[C:13]2[NH:19][C:1](=[O:5])[CH2:2][CH2:3][CH3:4])([O-:9])=[O:8]. Procedure: 0.58 cm3 of butyryl chloride is added to 1 g of 5-nitro-1H-indazole-3-amine, prepared as described in, SU 742430 (CA: 94 :65676) in 25 cm3 of pyridine, and cooled to about 5° C. The reaction medium is allowed to return to about 19° C. over 12 hours. The insoluble material present is filtered off and the filtrate is then evaporated under reduced pressure (2 kPa; 50° C.). The residue is taken up in 15 cm3 of ethyl acetate and 15 cm3 of distilled water. The organic phase is dried over magnesium sul...